The task is: describe an organic reaction: reactants, conditions, products, and yield. This data is from the Open Reaction Database (ORD), a public repository of structured organic reaction records. The reactants are Cl, COC(=O)C1CCN(C(=O)OC(C)(C)C)C1c1cc(N)ccc1S(=O)(=O)C(C)C, C1COCCO1. Product: Cl, COC(=O)C1CCNC1c1cc(N)ccc1S(=O)(=O)C(C)C. Reaction SMILES: [ClH:30].[NH2:1][c:2]1[cH:3][cH:4][c:5]([S:24](=[O:25])(=[O:26])[CH:27]([CH3:28])[CH3:29])[c:6]([CH:8]2[N:9]([C:17]([O:18][C:19]([CH3:20])([CH3:21])[CH3:22])=[O:23])[CH2:10][CH2:11][CH:12]2[C:13](=[O:14])[O:15][CH3:16])[cH:7]1.[O:31]1[CH2:32][CH2:33][O:34][CH2:35][CH2:36]1>>[ClH:30].[NH2:1][c:2]1[cH:3][cH:4][c:5]([S:24](=[O:25])(=[O:26])[CH:27]([CH3:28])[CH3:29])[c:6]([CH:8]2[NH:9][CH2:10][CH2:11][CH:12]2[C:13](=[O:14])[O:15][CH3:16])[cH:7]1. Starting materials: O=C([O-])[O-], CC1(C)OB(c2ccc(O)cc2)OC1(C)C, COCCOC, COC(=O)c1cc2ccc(OS(=O)(=O)C(F)(F)F)cc2cn1, [Na+], [Na+]. Yields the product COC(=O)c1cc2ccc(-c3ccc(O)cc3)cc2cn1. RXN SMILES: [C:39](=[O:40])([O-:41])[O-:42].[CH3:23][C:24]1([CH3:25])[C:26]([CH3:27])([CH3:28])[O:29][B:30]([c:31]2[cH:32][cH:33][c:34]([OH:37])[cH:35][cH:36]2)[O:38]1.[CH3:45][O:46][CH2:47][CH2:48][O:49][CH3:50].[F:1][C:2]([F:3])([F:4])[S:5]([O:6][c:7]1[cH:8][cH:9][c:10]2[cH:11][c:12]([C:17](=[O:18])[O:19][CH3:20])[n:13][cH:14][c:15]2[cH:16]1)(=[O:21])=[O:22].[Na+:43].[Na+:44]>>[c:7]1(-[c:31]2[cH:32][cH:33][c:34]([OH:37])[cH:35][cH:36]2)[cH:8][cH:9][c:10]2[cH:11][c:12]([C:17](=[O:18])[O:19][CH3:20])[n:13][cH:14][c:15]2[cH:16]1. The reactants are [H-].[Na+] (NaH), ClC=1N=NC(=CC1)C (3-chloro-6-methylpyridazine), ClC=1N=NC(=CC1)C (3-chloro-6-methylpyridazine), OC(C(=O)O)C(C1=CC=CC=C1)(C1=CC=CC=C1)OC (2-hydroxy-3-methoxy-3,3-diphenylpropionic acid). Solvent: CN(C)C=O (DMF), CN(C)C=O (DMF), CN(C)C=O (DMF). Conditions: time 30 minute. The product is CC1=CC=C(N=N1)OC(C(=O)O)C(C1=CC=CC=C1)(C1=CC=CC=C1)OC (2-(6-Methylpyridazin-3-yloxy)-3-methoxy-3,3-diphenylpropionic acid). Yield: 11.4%. As a reaction SMILES: [OH:1][CH:2]([C:6]([O:19][CH3:20])([C:13]1[CH:18]=[CH:17][CH:16]=[CH:15][CH:14]=1)[C:7]1[CH:12]=[CH:11][CH:10]=[CH:9][CH:8]=1)[C:3]([OH:5])=[O:4].[H-].[Na+].Cl[C:24]1[N:25]=[N:26][C:27]([CH3:30])=[CH:28][CH:29]=1>CN(C=O)C>[CH3:30][C:27]1[N:26]=[N:25][C:24]([O:1][CH:2]([C:6]([O:19][CH3:20])([C:7]2[CH:12]=[CH:11][CH:10]=[CH:9][CH:8]=2)[C:13]2[CH:18]=[CH:17][CH:16]=[CH:15][CH:14]=2)[C:3]([OH:5])=[O:4])=[CH:29][CH:28]=1 |f:1.2|. Reported procedure: 1.3 g (4.8 mmol) of 2-hydroxy-3-methoxy-3,3-diphenylpropionic acid dissolved in DMF were added dropwise to a suspension of 0.43 g of NaH (14.3 mmol, 80% in white oil) in 10 ml of DMF. After stirring to room temperature for 30 minutes, the mixture was treated with 0.6 g (4.8 mmol) of 3-chloro-6-methylpyridazine in 10 ml of DMF and stirred overnight at room temperature. To complete the reaction, 0.6 g (4.8 mmol) of 3-chloro-6-methylpyridazine were then added again and the mixture was kept at 60° C... The reactants are ClC=1C=C(C=C(C1C(F)(F)F)F)C(CCC(C(=O)[O-])CCC)O (5-(3-chloro-5-fluoro-4-trifluoromethylphenyl)-5-hydroxy-2-propylpentanoate), Cl (hydrochloric acid), C(C)O (ethanol). Run in C1(=CC=CC=C1)C (toluene). Conditions: time 3 hour. Product: ClC=1C=C(C=C(C1C(F)(F)F)F)C1CCC(C(O1)=O)CCC (6-(3-chloro-5-fluoro-4-trifluoromethylphenyl)-3-propyltetrahydro-2-pyrone). Yield: 73.3%. Reaction SMILES: [Cl:1][C:2]1[CH:3]=[C:4]([CH:13]([OH:23])[CH2:14][CH2:15][CH:16]([CH2:20][CH2:21][CH3:22])[C:17]([O-:19])=O)[CH:5]=[C:6]([F:12])[C:7]=1[C:8]([F:11])([F:10])[F:9].Cl.C(O)C>C1(C)C=CC=CC=1>[Cl:1][C:2]1[CH:3]=[C:4]([CH:13]2[O:23][C:17](=[O:19])[CH:16]([CH2:20][CH2:21][CH3:22])[CH2:15][CH2:14]2)[CH:5]=[C:6]([F:12])[C:7]=1[C:8]([F:9])([F:10])[F:11]. Reported procedure: A solution of 12.0 g (31.2 mmol) of ethyl=5-(3-chloro-5-fluoro-4-trifluoromethylphenyl)-5-hydroxy-2-propylpentanoate [prepared by reacting 3-propyl-5-formylpentanoic acid with 3-chloro-5-fluoro-4-trifluromethylphenylmagnesium bromide], 25 ml of a concentrated hydrochloric acid, and 100 ml of ethanol was heated at 50° C. while being stirred for 3 hours. To the reaction solution was added 50 ml of toluene, and the organic layer thus obtained was washed with a diluted aqueous sodium bicarbonate sol... Starting materials: O[C@@H]1[C@@]23CCO[C@@H]4N(C([C@H]([C@@](C1)(O3)C)[C@H]24)=O)C2=CC(=C(C#N)C=C2)C(F)(F)F (4-((1R,2S,4R,5S,8S,12R)-2-hydroxy-4-methyl-6-oxo-9,13-dioxa-7-azatetracyclo[6.3.1.11,4.05,12]tridec-7-yl)-2-(trifluoromethyl)benzonitrile), COC(C=P(C1=CC=CC=C1)(C1=CC=CC=C1)C1=CC=CC=C1)=O (methyl(triphenylphosphoranylidene)acetate). Solvent: C1CCOC1 (THF). Conditions: time 3 day. The product is C(#N)C1=C(C=C(C=C1)N1C([C@@H]2[C@]3(C/C(/[C@]4(CCO[C@H]1[C@@H]42)O3)=C\C(=O)OC)C)=O)C(F)(F)F (Methyl (2E)-((1R,4R,5S,8S,12R)-7-(4-cyano-3-(trifluoromethyl)phenyl)-4-methyl-6-oxo-9,13-dioxa-7-azatetracyclo[6.3.1.11,4.05,12]tridec-2-ylidene)acetate). The yield is 70.6%. RXN SMILES: O[C@H:2]1[CH2:12][C@@:11]2([CH3:14])[O:13][C@@:3]31[C@@H:15]1[C@@H:7]([N:8]([C:17]4[CH:24]=[CH:23][C:20]([C:21]#[N:22])=[C:19]([C:25]([F:28])([F:27])[F:26])[CH:18]=4)[C:9](=[O:16])[C@H:10]21)[O:6][CH2:5][CH2:4]3.[CH3:29][O:30][C:31](=[O:52])[CH:32]=P(C1C=CC=CC=1)(C1C=CC=CC=1)C1C=CC=CC=1>C1COCC1>[C:21]([C:20]1[CH:23]=[CH:24][C:17]([N:8]2[C@@H:7]3[C@@H:15]4[C@@H:10]([C@:11]5([CH3:14])[O:13][C@@:3]4([CH2:4][CH2:5][O:6]3)/[C:2](=[CH:32]/[C:31]([O:30][CH3:29])=[O:52])/[CH2:12]5)[C:9]2=[O:16])=[CH:18][C:19]=1[C:25]([F:26])([F:27])[F:28])#[N:22]. Procedure details: To a solution of Example 3 (50 mg, 0.128 mmol) in THF (2 mL) was added methyl(triphenylphosphoranylidene)acetate (51 mg, 0.153 mmol). The reaction mixture was stirred for 3 days and then concentrated in vacuo. The resulting residue was purified by ISCO column (4.0 g column, EtOAc/hexane=0-80%, 10 mL/min) to give Example 103 (40.5 mg, 71%) as a yellow solid. The reactants are COC1=C(C=C(C(=O)OCCl)C=C1)C (Chloromethyl 4-methoxy-3-methylbenzoate), COC1=C(C=C(C(=O)OCCl)C=C1)C (Chloromethyl 4-methoxy-3-methylbenzoate), C(C)(=O)NC=1C(=C(C(=C(C1I)C(=O)[O-])I)N(C)C(C)=O)I.[K+] (potassium 5-(N-acetylamino)-3-(N-acetyl-N-methylamino)-2,4,6-triiodobenzenecarboxylate), [I-].[Na+] (sodium iodide). Run in CN(C)C=O (DMF), CN(C)C=O (DMF). Reaction conditions: time 16 hour. Yields the product C(C)(=O)NC=1C(=C(C(=C(C1I)C(=O)OCOC(C1=CC(=C(C=C1)OC)C)=O)I)N(C)C(C)=O)I (4-Methoxy-3-methylbenzoyloxymethyl 5-(N-acetylamino)-3-(N-acetyl-N-methylamino)-2,4,6-triiodobenzenecarboxylate). RXN SMILES: [CH3:1][O:2][C:3]1[CH:13]=[CH:12][C:6]([C:7]([O:9][CH2:10]Cl)=[O:8])=[CH:5][C:4]=1[CH3:14].[C:15]([NH:18][C:19]1[C:20]([I:35])=[C:21]([N:30]([C:32](=[O:34])[CH3:33])[CH3:31])[C:22]([I:29])=[C:23]([C:26]([O-:28])=[O:27])[C:24]=1[I:25])(=[O:17])[CH3:16].[K+].[I-].[Na+]>CN(C=O)C>[C:15]([NH:18][C:19]1[C:20]([I:35])=[C:21]([N:30]([C:32](=[O:34])[CH3:33])[CH3:31])[C:22]([I:29])=[C:23]([C:26]([O:28][CH2:10][O:9][C:7](=[O:8])[C:6]2[CH:12]=[CH:13][C:3]([O:2][CH3:1])=[C:4]([CH3:14])[CH:5]=2)=[O:27])[C:24]=1[I:25])(=[O:17])[CH3:16] |f:1.2,3.4|. Procedure: Chloromethyl 4-methoxy-3-methylbenzoate (Intermediate 8) (2.38 g, 11.0 mmol) in dry DMF (100 ml) is added dropwise at 50° C. to a solution of potassium 5-(N-acetylamino)-3-(N-acetyl-N-methylamino)-2,4,6-triiodobenzenecarboxylate (6.7 0 g, 10.0 mmol) and sodium iodide (75 mg, 0.50 mmol) in dry DMF (140 ml). The precipitate is removed by filtration after stirring for 4.5 hours and 16 hours at room temperature, and the solvent is removed at reduced pressure. The residue is dissolved in chloroform (... Starting materials: FC(C1=CC=C(C=C1)/C=C/C(=O)C1=CC(=CC=C1)O)(F)F ((E)-3-(4-(Tri fluoromethyl)phenyl)-1-(3-hydroxyphenyl)prop-2-en-1-one), OC=1C=C(C=CC1)C(\C=C\C1=CC=CC=C1)=O ((E)-1-(3-hydroxyphenyl)-3-phenylprop-2-en-1-one). Conditions: time 5 day. Product: FC(C1=CC=C(C=C1)C1CC(C2=CC(=CC=C12)O)=O)(F)F (3-(4-(Trifluoromethyl)phenyl)-2,3-dihydro-6-hydroxyinden-1-one). Isolated yield 38.0%. As a reaction SMILES: [F:1][C:2]([F:21])([F:20])[C:3]1[CH:8]=[CH:7][C:6](/[CH:9]=[CH:10]/[C:11]([C:13]2[CH:18]=[CH:17][CH:16]=[C:15]([OH:19])[CH:14]=2)=[O:12])=[CH:5][CH:4]=1.OC1C=C(C(=O)/C=C/C2C=CC=CC=2)C=CC=1>>[F:1][C:2]([F:20])([F:21])[C:3]1[CH:8]=[CH:7][C:6]([CH:9]2[C:18]3[C:13](=[CH:14][C:15]([OH:19])=[CH:16][CH:17]=3)[C:11](=[O:12])[CH2:10]2)=[CH:5][CH:4]=1. Procedure: The procedure of Step 2 of Example 1 was repeated except for using (E)-3-(4-(trifluoromethyl)phenyl)-1-(3-hydroxyphenyl)prop-2-en-1-one obtained in Step 1 as a starting material instead of (E)-1-(3-hydroxyphenyl)-3-phenylprop-2-en-1-one and being stirred for 5 d to obtain the title compound (38%). Reactants: C(CCC)[Li] (butyllithium), Cl (hydrochloric acid), FC1=C(C=CC=C1)F (o-difluorobenzene), C(C)(C)OB(OC(C)C)OC(C)C (triisopropylborate). Run in O1CCCC1 (tetrahydrofuran), O1CCCC1 (THF). Conditions: temperature -70 celsius, time 1.5 hour. Product: FC1=C(C=CC=C1F)B(O)O (2,3-difluorophenyl boronic acid). Yield: 86.7%. As a reaction SMILES: [F:1][C:2]1[CH:7]=[CH:6][CH:5]=[CH:4][C:3]=1[F:8].C([Li])CCC.C([O:17][B:18](OC(C)C)[O:19]C(C)C)(C)C.Cl>O1CCCC1>[F:1][C:2]1[C:3]([F:8])=[CH:4][CH:5]=[CH:6][C:7]=1[B:18]([OH:19])[OH:17]. Procedure: After 7.5 g of o-difluorobenzene was dissolved in 80 ml of dried tetrahydrofuran (THF), the solution thus formed was cooled down to -70° C. under a nitrogen atmosphere and then added dropwise with 42 ml of butyllithium (1.6 mol/liter hexane solution) at a temperature lower than -55° C. The solution was continuously stirred at the same temperature for 1.5 hours and added dropwise with a THF solution containing 24.8 g of triisopropylborate at a temperature of -65° C. to -60° C. After the dropping ... The reactants are CC(C)(C)P(c1ccccc1-c1ccccc1)C(C)(C)C, CS(N)(=O)=O, Cc1ccccc1, COC(=O)c1cc(Cl)nc(Cl)c1, [Na], O=C(C=Cc1ccccc1)C=Cc1ccccc1, O=C(C=Cc1ccccc1)C=Cc1ccccc1, O=C(C=Cc1ccccc1)C=Cc1ccccc1, [Pd], [Pd]. Yields the product COC(=O)c1cc(Cl)nc(NS(C)(=O)=O)c1. Reaction SMILES: [C:13]([P:14]([C:15]([CH3:16])([CH3:17])[CH3:18])[c:19]1[cH:20][cH:21][cH:22][cH:23][c:24]1-[c:25]1[cH:26][cH:27][cH:28][cH:29][cH:30]1)([CH3:31])([CH3:32])[CH3:33].[CH3:35][S:36](=[O:37])(=[O:38])[NH2:39].[CH3:96][c:97]1[cH:98][cH:99][cH:100][cH:101][cH:102]1.[Cl:1][c:2]1[cH:3][c:4]([C:5](=[O:6])[O:7][CH3:8])[cH:9][c:10]([Cl:12])[n:11]1.[Na:34].[O:42]=[C:43]([CH:44]=[CH:45][c:46]1[cH:47][cH:48][cH:49][cH:50][cH:51]1)[CH:52]=[CH:53][c:54]1[cH:55][cH:56][cH:57][cH:58][cH:59]1.[O:60]=[C:61]([CH:62]=[CH:63][c:64]1[cH:65][cH:66][cH:67][cH:68][cH:69]1)[CH:70]=[CH:71][c:72]1[cH:73][cH:74][cH:75][cH:76][cH:77]1.[O:78]=[C:79]([CH:80]=[CH:81][c:82]1[cH:83][cH:84][cH:85][cH:86][cH:87]1)[CH:88]=[CH:89][c:90]1[cH:91][cH:92][cH:93][cH:94][cH:95]1.[Pd:40].[Pd:41]>>[Cl:1][c:2]1[cH:3][c:4]([C:5](=[O:6])[O:7][CH3:8])[cH:9][c:10]([NH:39][S:36]([CH3:35])(=[O:37])=[O:38])[n:11]1.